This data is from the Open Reaction Database (ORD), a public repository of structured organic reaction records. The task is: describe an organic reaction: reactants, conditions, products, and yield Reactants: [I-].C(C)C=1[SH+]C=CC=CC=CC1 (Ethyl-thioninium iodide), C(C)I (ethyl iodide). The solvent is C(C)O (ethanol). The product is I.[I-].C(C)C=1[SH+]C=CC=CC=CC1 (Ethyl-thioninium iodide Hydrogen Iodide). Yield: 56.7%. Reaction SMILES: [I-:1].[CH2:2]([C:4]1[SH+:5][CH:6]=[CH:7][CH:8]=[CH:9][CH:10]=[CH:11][CH:12]=1)[CH3:3].C([I:15])C>C(O)C>[IH:15].[I-:1].[CH2:2]([C:4]1[SH+:5][CH:6]=[CH:7][CH:8]=[CH:9][CH:10]=[CH:11][CH:12]=1)[CH3:3] |f:0.1,4.5.6|. Procedure details: Ethyl-thioninium iodide (2.00 g, 4.28 mmol) was dissolved in ethanol (100 cm3) and ethyl iodide (27.35 g, 175 mmol) was added while stirring. The mixture was heated at reflux for 18 hours, then cooled to room temperature, giving a precipitate that was filtered and washed with ethanol to yield the title compound (1.02 g, 40%) as a bronze solid. δH (250 MHz; D2O): 7.90 (2H, br d, ArH), 7.42 (4H, s, ArH), 2.45 (8H, br q, NCH2), 1.23 (12H, br t, CH3). The reactants are COc1ccc2c(=O)c(=O)c(=O)c2c1, Cl, NNC(N)=S. Product: COc1ccc2c(=O)c(=NNC(N)=S)c(=O)c2c1. RXN SMILES: [CH3:1][O:2][c:3]1[cH:4][c:5]2[c:6](=[O:14])[c:7](=[O:13])[c:8](=[O:12])[c:9]2[cH:10][cH:11]1.[ClH:15].[NH2:16][NH:17][C:18](=[S:19])[NH2:20]>>[CH3:1][O:2][c:3]1[cH:4][c:5]2[c:6](=[O:14])[c:7](=[N:16][NH:17][C:18](=[S:19])[NH2:20])[c:8](=[O:12])[c:9]2[cH:10][cH:11]1. Starting materials: O (water), Cl.OC1CNC1 (3-Hydroxyazetidine hydrochloride), CCN(C(C)C)C(C)C (DIPEA), ClC1=NC=C(C(=O)NC2=CC=C(C=C2)OC(F)(F)Cl)C=C1C1=CC=NN1 (6-chloro-N-(4-(chlorodifluoromethoxy)phenyl)-5-(1H-pyrazol-5-yl)nicotinamide). Solvent: CC(C)O (iPrOH). Conditions: temperature 140 celsius. Product: ClC(OC1=CC=C(C=C1)NC(C1=CN=C(C(=C1)C1=CC=NN1)N1CC(C1)O)=O)(F)F (N-(4-(Chlorodifluoromethoxy)phenyl)-6-(3-hydroxyazetidin-1-yl)-5-(1H-pyrazol-5-yl)nicotinamide). RXN SMILES: Cl.[OH:2][CH:3]1[CH2:6][NH:5][CH2:4]1.CCN(C(C)C)C(C)C.Cl[C:17]1[C:36]([C:37]2[NH:41][N:40]=[CH:39][CH:38]=2)=[CH:35][C:20]([C:21]([NH:23][C:24]2[CH:29]=[CH:28][C:27]([O:30][C:31]([Cl:34])([F:33])[F:32])=[CH:26][CH:25]=2)=[O:22])=[CH:19][N:18]=1.O>CC(O)C>[Cl:34][C:31]([F:32])([F:33])[O:30][C:27]1[CH:26]=[CH:25][C:24]([NH:23][C:21](=[O:22])[C:20]2[CH:35]=[C:36]([C:37]3[NH:41][N:40]=[CH:39][CH:38]=3)[C:17]([N:5]3[CH2:6][CH:3]([OH:2])[CH2:4]3)=[N:18][CH:19]=2)=[CH:29][CH:28]=1 |f:0.1|. Procedure details: 3-Hydroxyazetidine hydrochloride (53.2 mg, 0.486 mmol) and DIPEA (0.170 mL, 0.972 mmol) were added to a suspension of 6-chloro-N-(4-(chlorodifluoromethoxy)phenyl)-5-(1H-pyrazol-5-yl)nicotinamide (Stage 48.1, 100 mg, 0.243 mmol) in iPrOH (0.5 mL) and the RM was heated at 140° C. for 3 h. The RM was treated with water, extracted with EtOAc, and the combined extracts were dried over Na2SO4 and the solvent was evaporated off under reduced pressure to give. the crude product which was purified by fla... Reactants: COC(C(CC=C)NC(C1=C(C=CC=C1Cl)Cl)=O)=O (2-(2,6-dichlorobenzamido)pent-4-enoic acid methyl ester), IC1=CC=C(OC2=NC(=CC(=N2)C)C)C=C1 (2-(4-iodophenoxy)-4,6-dimethylpyrimidine). Product: COC(C(C\C=C\C1=CC=C(C=C1)OC1=NC(=CC(=N1)C)C)NC(C1=C(C=CC=C1Cl)Cl)=O)=O ((E)-2-(2,6-dichlorobenzamido)-5-[4-(4,6-dimethylpyrimidin-2-yloxy)phenyl]pent-4-enoic acid methyl ester). Yield: 56.5%. Reaction SMILES: [CH3:1][O:2][C:3](=[O:19])[CH:4]([NH:8][C:9](=[O:18])[C:10]1[C:15]([Cl:16])=[CH:14][CH:13]=[CH:12][C:11]=1[Cl:17])[CH2:5][CH:6]=[CH2:7].I[C:21]1[CH:35]=[CH:34][C:24]([O:25][C:26]2[N:31]=[C:30]([CH3:32])[CH:29]=[C:28]([CH3:33])[N:27]=2)=[CH:23][CH:22]=1>>[CH3:1][O:2][C:3](=[O:19])[CH:4]([NH:8][C:9](=[O:18])[C:10]1[C:11]([Cl:17])=[CH:12][CH:13]=[CH:14][C:15]=1[Cl:16])[CH2:5]/[CH:6]=[CH:7]/[C:21]1[CH:22]=[CH:23][C:24]([O:25][C:26]2[N:27]=[C:28]([CH3:33])[CH:29]=[C:30]([CH3:32])[N:31]=2)=[CH:34][CH:35]=1. Procedure: In the same manner as in Example 1, 2-(2,6-dichlorobenzamido)pent-4-enoic acid methyl ester (47 mg) was reacted with 2-(4-iodophenoxy)-4,6-dimethylpyrimidine (56 mg) to obtain (E)-2-(2,6-dichlorobenzamido)-5-[4-(4,6-dimethylpyrimidin-2-yloxy)phenyl]pent-4-enoic acid methyl ester (44 mg). Column chromatography (silica gel, eluent: hexane/ethyl acetate=2/1) was used for purification. Starting materials: CN(C=O)C (dimethylformamide), FC1=C(C=CC=C1)NC(OC(C)(C)C)=O (tert-Butyl 2-fluorophenylcarbamate), C1(=CC=CC=C1)C (toluene), C(C)(C)(C)[Li] (tert-butyllithium). Run in O (water), C(C)OCC (diethyl ether). Run at temperature -78 celsius, time 30 minute. Yields the product FC1=C(C(=CC=C1)C=O)NC(OC(C)(C)C)=O (tert-Butyl 2-fluoro-6-formylphenylcarbamate). As a reaction SMILES: [F:1][C:2]1[CH:7]=[CH:6][CH:5]=[CH:4][C:3]=1[NH:8][C:9](=[O:15])[O:10][C:11]([CH3:14])([CH3:13])[CH3:12].C1(C)C=CC=CC=1.C([Li])(C)(C)C.CN(C)[CH:30]=[O:31]>O.C(OCC)C>[F:1][C:2]1[CH:7]=[CH:6][CH:5]=[C:4]([CH:30]=[O:31])[C:3]=1[NH:8][C:9](=[O:15])[O:10][C:11]([CH3:12])([CH3:14])[CH3:13]. Reported procedure: tert-Butyl 2-fluorophenylcarbamate (42.7 g, 202 mmol) was concentrated from toluene in vacuo (3×) to remove any traces of water. The resulting residue was dissolved in tetrahydrofuran (600 mL), and cooled to −78° C. To this was added tert-butyllithium (1.7 M in pentane, 285 mL, 485 mmol) in dropwise fashion. After addition was complete, the reaction was stirred at −78° C. for 30 minutes. The solution was allowed to gradually warm to −20° C. before re-cooling to −78° C. To this was added dimethyl... Reactants: COC=1C=NC=C(C1)OC (3,5-dimethoxypyridine), [NH4+].[Cl-] (NH4Cl), [Li]CCCC (n-BuLi), hexanes, C(C)(C)NC(C)C (diisopropylamine), C(C)(C)(C)S(=O)N=CCCCC(=O)OC (methyl 5-((tert-butylsulfinyl)imino)pentanoate). Solvent: C1CCOC1 (THF), O (water), CCOCC (Et2O), C1CCOC1 (THF), C1CCOC1 (THF). Reaction conditions: temperature -78 celsius, time 20 minute. Product: COC=1C=NC=C(C1C(CCCC(=O)OC)NS(=O)C(C)(C)C)OC (methyl 5-(3,5-dimethoxypyridin-4-yl)-5-(1,1-dimethylethylsulfinamido)pentanoate). RXN SMILES: C(NC(C)C)(C)C.[Li]CCCC.[CH3:13][O:14][C:15]1[CH:16]=[N:17][CH:18]=[C:19]([O:21][CH3:22])[CH:20]=1.[C:23]([S:27]([N:29]=[CH:30][CH2:31][CH2:32][CH2:33][C:34]([O:36][CH3:37])=[O:35])=[O:28])([CH3:26])([CH3:25])[CH3:24].[NH4+].[Cl-]>C1COCC1.O.CCOCC>[CH3:13][O:14][C:15]1[CH:16]=[N:17][CH:18]=[C:19]([O:21][CH3:22])[C:20]=1[CH:30]([NH:29][S:27]([C:23]([CH3:26])([CH3:25])[CH3:24])=[O:28])[CH2:31][CH2:32][CH2:33][C:34]([O:36][CH3:37])=[O:35] |f:4.5|. Reported procedure: A cooled (−78° C.) slightly yellow solution of diisopropylamine (1.946 g; 19.23 mmol) in anh. THF (85 ml), under nitrogen, was treated dropwise with a solution of 1.6 M n-BuLi in hexanes (12.0 ml; 19.23 mmol). The resulting slightly yellow solution was further stirred at −78° C. for 20 min. A slightly yellow solution of 3,5-dimethoxypyridine (2.433 g; 17.48 mmol) in anh. THF (7 ml) was then added dropwise. The resulting yellow heterogeneous mixture was further stirred at −78° C. for 30 min. A ye... The reactants are COC=1C=C(C=CC1OC)CN ((3,4-dimethoxyphenyl)methanamine), ClS(=O)(=O)C1=CC=C(C(=O)OC)C=C1 (methyl 4-(chlorosulfonyl)benzoate), C(C1=CC=CC=C1)Cl (benzyl chloride). The product is C(C1=CC=CC=C1)N(S(=O)(=O)C1=CC=C(C(=O)O)C=C1)CC1=CC(=C(C=C1)OC)OC (4-(N-benzyl-N-(3,4-dimethoxybenzyl)sulfamoyl)benzoic acid). Reaction SMILES: [CH3:1][O:2][C:3]1[CH:4]=[C:5]([CH2:11][NH2:12])[CH:6]=[CH:7][C:8]=1[O:9][CH3:10].Cl[S:14]([C:17]1[CH:26]=[CH:25][C:20]([C:21]([O:23]C)=[O:22])=[CH:19][CH:18]=1)(=[O:16])=[O:15].[CH2:27](Cl)[C:28]1[CH:33]=[CH:32][CH:31]=[CH:30][CH:29]=1>>[CH2:27]([N:12]([CH2:11][C:5]1[CH:6]=[CH:7][C:8]([O:9][CH3:10])=[C:3]([O:2][CH3:1])[CH:4]=1)[S:14]([C:17]1[CH:26]=[CH:25][C:20]([C:21]([OH:23])=[O:22])=[CH:19][CH:18]=1)(=[O:16])=[O:15])[C:28]1[CH:33]=[CH:32][CH:31]=[CH:30][CH:29]=1. Procedure: Prepared as in example 5-10 from (3,4-dimethoxyphenyl)methanamine, methyl 4-(chlorosulfonyl)benzoate (Example 5-10c) and benzyl chloride. MS (M−H, 440.10); 1H NMR (400 MHz, CD3OD): δ, ppm: 3.59 (s, 3H), 3.76 (s, 3H), 4.30 (s, 2H), 4.36 (s, 2H), 6.51 (d, 1H, J=1.7 Hz), 6.60 (m, 1H), 6.76 (d, 1H, J=8.2 Hz), 7.12 (m, 2H), 7.21 (m, 3H), 7.95 (d, 2H, J=8.6 Hz), 8.18 (d, 2H, J=8.6 Hz). The reactants are [Al+3], CCOC(=O)c1cccc(CCc2ccccc2)c1, [H-], [H-], [H-], [H-], [Li+], C1CCOC1, O. The product is OCc1cccc(CCc2ccccc2)c1. As a reaction SMILES: [Al+3:21].[CH2:1]([CH2:2][c:3]1[cH:4][cH:5][cH:6][cH:7][cH:8]1)[c:9]1[cH:10][c:11]([C:12](=[O:13])[O:14][CH2:15][CH3:16])[cH:17][cH:18][cH:19]1.[H-:20].[H-:23].[H-:24].[H-:25].[Li+:22].[O:27]1[CH2:28][CH2:29][CH2:30][CH2:31]1.[OH2:26]>>[CH2:1]([CH2:2][c:3]1[cH:4][cH:5][cH:6][cH:7][cH:8]1)[c:9]1[cH:10][c:11]([CH2:12][OH:13])[cH:17][cH:18][cH:19]1.